Dataset: the Open Reaction Database (ORD), a public repository of structured organic reaction records. Task: describe an organic reaction: reactants, conditions, products, and yield Starting materials: COC(=O)C(CC1CCCC1)c1ccc(SC)c(Cl)c1, CCO, [K+], [OH-], O. Product: CSc1ccc(C(CC2CCCC2)C(=O)O)cc1Cl. As a reaction SMILES: [CH3:1][O:2][C:3]([CH:4]([CH2:5][CH:6]1[CH2:7][CH2:8][CH2:9][CH2:10]1)[c:11]1[cH:12][c:13]([Cl:19])[c:14]([S:17][CH3:18])[cH:15][cH:16]1)=[O:20].[CH3:23][CH2:24][OH:25].[K+:22].[OH-:21].[OH2:26]>>[O:2]=[C:3]([CH:4]([CH2:5][CH:6]1[CH2:7][CH2:8][CH2:9][CH2:10]1)[c:11]1[cH:12][c:13]([Cl:19])[c:14]([S:17][CH3:18])[cH:15][cH:16]1)[OH:20]. The reactants are N(=NC(=O)OC(C)C)C(=O)OC(C)C (diisopropyl azodicarboxylate), OC1=C(SC(=C1)N1C=NC2=C1C=NC=C2)C(=O)OC (methyl 3-hydroxy-5-(3H-imidazo[4,5-c]pyridin-3-yl)thiophene-2-carboxylate), ClC1=C(C=CC=C1)[C@H](C)O ((1S)-1-(2-chlorophenyl)ethanol), C1(=CC=CC=C1)P(C1=CC=CC=C1)C1=CC=CC=C1 (triphenylphosphine). The solvent is C1CCOC1 (THF), C1CCOC1 (THF). Reaction conditions: time 14 hour. The product is ClC1=C(C=CC=C1)[C@@H](C)OC1=C(SC(=C1)N1C=NC2=C1C=NC=C2)C(=O)N (3-[(1R)-1-(2-chlorophenyl)ethoxy]-5-(3H-imidazo[4,5-c]pyridin-3-yl)thiophene-2-carboxamide). RXN SMILES: [OH:1][C:2]1[CH:6]=[C:5]([N:7]2[C:11]3[CH:12]=[N:13][CH:14]=[CH:15][C:10]=3[N:9]=[CH:8]2)[S:4][C:3]=1[C:16]([O:18]C)=O.[Cl:20][C:21]1[CH:26]=[CH:25][CH:24]=[CH:23][C:22]=1[C@@H:27](O)[CH3:28].C1(P(C2C=CC=CC=2)C2C=CC=CC=2)C=CC=CC=1.[N:49](C(OC(C)C)=O)=NC(OC(C)C)=O>C1COCC1>[Cl:20][C:21]1[CH:26]=[CH:25][CH:24]=[CH:23][C:22]=1[C@H:27]([O:1][C:2]1[CH:6]=[C:5]([N:7]2[C:11]3[CH:12]=[N:13][CH:14]=[CH:15][C:10]=3[N:9]=[CH:8]2)[S:4][C:3]=1[C:16]([NH2:49])=[O:18])[CH3:28]. Procedure: Under a nitrogen atmosphere 100 mg of methyl 3-hydroxy-5-(3H-imidazo[4,5-c]pyridin-3-yl)thiophene-2-carboxylate, 57.2 mg of (1S)-1-(2-chlorophenyl)ethanol and 95.7 mg triphenylphosphine are dissolved in 1 ml anhydrous THF. To this mixture a solution of 80.9 mg diisopropyl azodicarboxylate in 0.5 ml anhydrous THF is added dropwise and the mixture is stirred for 14 h at room temperature. The solvent is evaporated under vacuum. After extraction with ethyl acetate and a saturated solution of sodium ...